describe an organic reaction: reactants, conditions, products, and yield From a dataset of the Open Reaction Database (ORD), a public repository of structured organic reaction records. Reactants: C([O-])(O)=O.[Na+] (sodium bicarbonate), NCC1=CC=C(CCN2CCC(CC2)N2CCC3=CC=CC=C23)C=C1 (1-[1-(4-Aminomethylphenethyl)piperidin-4-yl]indoline), resultant mixture, C(C)(=O)Cl (acetyl chloride). Run in O1CCCC1 (tetrahydrofuran). The product is C(C)(=O)NCC1=CC=C(CCN2CCC(CC2)N2CCC3=CC=CC=C23)C=C1 (1-[1-(4-acetamidomethylphenethyl)piperidin-4-yl]indoline). The yield is 79.2%. RXN SMILES: [NH2:1][CH2:2][C:3]1[CH:25]=[CH:24][C:6]([CH2:7][CH2:8][N:9]2[CH2:14][CH2:13][CH:12]([N:15]3[C:23]4[C:18](=[CH:19][CH:20]=[CH:21][CH:22]=4)[CH2:17][CH2:16]3)[CH2:11][CH2:10]2)=[CH:5][CH:4]=1.[C:26](Cl)(=[O:28])[CH3:27].C(=O)(O)[O-].[Na+]>O1CCCC1>[C:26]([NH:1][CH2:2][C:3]1[CH:4]=[CH:5][C:6]([CH2:7][CH2:8][N:9]2[CH2:14][CH2:13][CH:12]([N:15]3[C:23]4[C:18](=[CH:19][CH:20]=[CH:21][CH:22]=4)[CH2:17][CH2:16]3)[CH2:11][CH2:10]2)=[CH:24][CH:25]=1)(=[O:28])[CH3:27] |f:2.3|. Procedure: 1-[1-(4-Aminomethylphenethyl)piperidin-4-yl]indoline (0.6 g) was dissolved in tetrahydrofuran (9.0 ml). Under ice cooling, acetyl chloride (0.14 ml) was added dropwise thereinto and the resultant mixture was stirred for 2 hr. After adding a saturated aqueous solution of sodium bicarbonate, the mixture was extracted with ethyl acetate, washed with brine, dried over anhydrous magnesium sulfate and concentrated under reduced pressure. The residue was purified by Cromatorex NH silica gel column chro... Reactants: C(C1=CC=CC=C1)OC(=O)[C@@H]1N([C@@H](C1)C(=O)OCC1=CC=CC=C1)CC1=CC=CC=C1 (cis-N-benzylazetidine-2,4-dicarboxylic acid dibenzyl ester), C(C1=CC=CC=C1)OC(=O)[C@@H]1N([C@@H](C1)C(=O)OCC1=CC=CC=C1)CC1=CC=CC=C1 (cis-N-benzylazetidine-2,4-dicarboxylic acid dibenzyl ester), [BH4-].[Na+] (NaBH4). The solvent is C(C)O (ethanol). Yields the product C(C)OC(=O)C1N(C(C1)CO)CC1=CC=CC=C1 (N-Benzyl-4-(hydroxymethyl)-azetidine-2-carboxylic acid ethyl ester). RXN SMILES: [CH2:1]([O:8][C:9]([C@H:11]1[CH2:14][C@@H:13]([C:15](OCC2C=CC=CC=2)=[O:16])[N:12]1[CH2:25][C:26]1[CH:31]=[CH:30][CH:29]=[CH:28][CH:27]=1)=[O:10])[C:2]1C=CC=CC=1.[BH4-].[Na+]>C(O)C>[CH2:1]([O:8][C:9]([CH:11]1[CH2:14][CH:13]([CH2:15][OH:16])[N:12]1[CH2:25][C:26]1[CH:27]=[CH:28][CH:29]=[CH:30][CH:31]=1)=[O:10])[CH3:2] |f:1.2|. Reported procedure: This compound is obtained, as the result of a concomitant transesterification, when NaBH4 reduction is applied directly to cis-N-benzylazetidine-2,4-dicarboxylic acid dibenzyl ester. To 104 mg (0.25 mmol) of cis-N-benzylazetidine-2,4-dicarboxylic acid dibenzyl ester in 2.5 ml of absolute ethanol is added, at r.t. in small portions over a period of 1 h, 45 mg (1.25 mmol) of NaBH4. Quenching with 50 μl of acetic acid is followed by filtration through a medium porosity sintered glass funnel, repeat... The reactants are solution, N1C(=NC2=C1C=CC=C2)C2=CC=1C(C3=CC=CC(=C3C(C1C(=C2)OC(C)=O)=O)OC(C)=O)=O (2-(1H-benzimidazol-2-yl)-4,5-diacetoxy-9,10-dihydro-9,10-dioxoanthracene), Cl (hydrogen chloride). Yields the product Cl.N1C(=NC2=C1C=CC=C2)C2=CC=1C(C3=CC=CC(=C3C(C1C(=C2)OC(C)=O)=O)OC(C)=O)=O (2-(1H-Benzimidazol-2-yl)-4,5-diacetoxy-9,10-dihydro-9,10-dioxoanthracene hydrochloride salt). RXN SMILES: [NH:1]1[C:5]2[CH:6]=[CH:7][CH:8]=[CH:9][C:4]=2[N:3]=[C:2]1[C:10]1[CH:23]=[C:22]([O:24][C:25](=[O:27])[CH3:26])[C:21]2[C:20](=[O:28])[C:19]3[C:14](=[CH:15][CH:16]=[CH:17][C:18]=3[O:29][C:30](=[O:32])[CH3:31])[C:13](=[O:33])[C:12]=2[CH:11]=1.[ClH:34]>>[ClH:34].[NH:1]1[C:5]2[CH:6]=[CH:7][CH:8]=[CH:9][C:4]=2[N:3]=[C:2]1[C:10]1[CH:23]=[C:22]([O:24][C:25](=[O:27])[CH3:26])[C:21]2[C:20](=[O:28])[C:19]3[C:14](=[CH:15][CH:16]=[CH:17][C:18]=3[O:29][C:30](=[O:32])[CH3:31])[C:13](=[O:33])[C:12]=2[CH:11]=1 |f:2.3|. Procedure details: A 1 molar solution of methanolic hydrogen chloride (10 ml) was added to a solution of 2-(1H-benzimidazol-2-yl)-4,5-diacetoxy-9,10-dihydro-9,10-dioxoanthracene (0.045 g). Reactants: O=C([O-])[O-], CC#N, OC1(c2cccc(F)c2F)CCNC1, FC(F)(F)CCI, [K+], [K+]. The product is OC1(c2cccc(F)c2F)CCN(CCC(F)(F)F)C1. Reaction SMILES: [C:15](=[O:16])([O-:17])[O-:18].[CH3:28][C:29]#[N:30].[F:1][c:2]1[c:3]([C:9]2([OH:14])[CH2:10][NH:11][CH2:12][CH2:13]2)[cH:4][cH:5][cH:6][c:7]1[F:8].[F:21][C:22]([CH2:23][CH2:24][I:25])([F:26])[F:27].[K+:19].[K+:20]>>[F:1][c:2]1[c:3]([C:9]2([OH:14])[CH2:10][N:11]([CH2:24][CH2:23][C:22]([F:21])([F:26])[F:27])[CH2:12][CH2:13]2)[cH:4][cH:5][cH:6][c:7]1[F:8]. Reported procedure: Methyl 1-cyano-4-hydroxy-7-phenoxyisoquinoline-3-carboxylate (30 mg, 0.09 mmol), (R)-3-amino-4-hydroxybutanoic acid (67 mg, 0.56 mmol, PepTech) and sodium methoxide (28 mg, 0.53 mmol) were suspended in 2-methoxyethanol (3 mL). The resulting mixture was heated to reflux for 3 hours and then cooled to room temperature. The solvent was removed in vacuo and the residue was dissolved in H2O (15 mL) and EtOAc (15 mL). To the stirred mixture was added 1 N hydrochloric acid until pH was 1. The layers we... Product: C(#N)C1=NC(=C(C2=CC=C(C=C12)OC1=CC=CC=C1)O)C(=O)N[C@H](CC(=O)O)CO ((R)-3-(1-Cyano-4-hydroxy-7-phenoxyisoquinoline-3-carboxamido)-4-hydroxybutanoic acid). Reactants: C(#N)C1=NC(=C(C2=CC=C(C=C12)OC1=CC=CC=C1)O)C(=O)OC (Methyl 1-cyano-4-hydroxy-7-phenoxyisoquinoline-3-carboxylate), N[C@H](CC(=O)O)CO ((R)-3-amino-4-hydroxybutanoic acid), C[O-].[Na+] (sodium methoxide). The solvent is COCCO (2-methoxyethanol). As a reaction SMILES: [C:1]([C:3]1[C:12]2[C:7](=[CH:8][CH:9]=[C:10]([O:13][C:14]3[CH:19]=[CH:18][CH:17]=[CH:16][CH:15]=3)[CH:11]=2)[C:6]([OH:20])=[C:5]([C:21](OC)=[O:22])[N:4]=1)#[N:2].[NH2:25][C@@H:26]([CH2:31][OH:32])[CH2:27][C:28]([OH:30])=[O:29].C[O-].[Na+]>COCCO>[C:1]([C:3]1[C:12]2[C:7](=[CH:8][CH:9]=[C:10]([O:13][C:14]3[CH:15]=[CH:16][CH:17]=[CH:18][CH:19]=3)[CH:11]=2)[C:6]([OH:20])=[C:5]([C:21]([NH:25][C@@H:26]([CH2:31][OH:32])[CH2:27][C:28]([OH:30])=[O:29])=[O:22])[N:4]=1)#[N:2] |f:2.3|. Starting materials: BrCC(=O)C1=CC(=C(C(=C1)C(C)(C)C)O)C(C)(C)C (2-bromo-1-(3,5-ditert.butyl-4-hydroxyphenyl)-ethanone), Cl.NN1C(=NC=C1)S (1-Amino-2-mercaptoimidazole hydrochloride). The solvent is C(C)O (ethanol). Product: Cl.C(C)(C)(C)C=1C=C(C=C(C1O)C(C)(C)C)C1=NN2C(SC1)=NC=C2 (3-(3,5-Di-tert.butyl-4-hydroxyphenyl)-2H-imidazo[2,1-b][1,3,4]thiadiazine hydrochloride). RXN SMILES: Br[CH2:2][C:3]([C:5]1[CH:10]=[C:9]([C:11]([CH3:14])([CH3:13])[CH3:12])[C:8]([OH:15])=[C:7]([C:16]([CH3:19])([CH3:18])[CH3:17])[CH:6]=1)=O.[ClH:20].[NH2:21][N:22]1[CH:26]=[CH:25][N:24]=[C:23]1[SH:27]>C(O)C>[ClH:20].[C:16]([C:7]1[CH:6]=[C:5]([C:3]2[CH2:2][S:27][C:23]3=[N:24][CH:25]=[CH:26][N:22]3[N:21]=2)[CH:10]=[C:9]([C:11]([CH3:14])([CH3:13])[CH3:12])[C:8]=1[OH:15])([CH3:19])([CH3:18])[CH3:17] |f:1.2,4.5|. Reported procedure: A solution of 18.0 g (0.055 mol) of 2-bromo-1-(3,5-ditert.butyl-4-hydroxyphenyl)-ethanone and 7.6 g (0.05 mol) of 1-amino-2-mercaptoimidazole hydrochloride from step (a) in 150 ml of ethanol was refluxed for 9 hours. The residue remaining after evaporation of the solution was rendered alkaline by means of 50 ml of 2N sodium hydroxide solution and extracted with chloroform. In order to convert the product into the hydrochloride, an equimolar amount of ethereal hydrochloric acid was added to the d... Starting materials: ClCCl, CC1CN(Cc2ccc(N(C)C(=O)N3CCC(Nc4cccc(F)c4)CC3)cn2)CCN1C(=O)OC(C)(C)C, O=C(O)C(F)(F)F. The product is CC1CN(Cc2ccc(N(C)C(=O)N3CCC(Nc4cccc(F)c4)CC3)cn2)CCN1. RXN SMILES: [Cl:40][CH2:41][Cl:42].[F:1][c:2]1[cH:3][c:4]([NH:8][CH:9]2[CH2:10][CH2:11][N:12]([C:15](=[O:16])[N:17]([c:18]3[cH:19][cH:20][c:21]([CH2:24][N:25]4[CH2:26][CH:27]([CH3:38])[N:28]([C:31]([O:32][C:33]([CH3:34])([CH3:35])[CH3:36])=[O:37])[CH2:29][CH2:30]4)[n:22][cH:23]3)[CH3:39])[CH2:13][CH2:14]2)[cH:5][cH:6][cH:7]1.[F:43][C:44]([F:45])([F:46])[C:47]([OH:48])=[O:49]>>[F:1][c:2]1[cH:3][c:4]([NH:8][CH:9]2[CH2:10][CH2:11][N:12]([C:15](=[O:16])[N:17]([c:18]3[cH:19][cH:20][c:21]([CH2:24][N:25]4[CH2:26][CH:27]([CH3:38])[NH:28][CH2:29][CH2:30]4)[n:22][cH:23]3)[CH3:39])[CH2:13][CH2:14]2)[cH:5][cH:6][cH:7]1.